Task: describe an organic reaction: reactants, conditions, products, and yield. Dataset: the Open Reaction Database (ORD), a public repository of structured organic reaction records Reactants: [N+](=O)([O-])C1=C2NC(C(NC2=CC(=C1Br)Br)=O)=O (5-nitro-6,7-dibromo-1,4-dihydro-2,3-quinoxalinedione), [OH-].[K+] (KOH), NOS(=O)(=O)O (NH2OSO3H). Run in O (water), O (water). Run at time 5 minute. Product: NN1C(C(NC2=C(C(=C(C=C12)Br)Br)[N+](=O)[O-])=O)=O (1-amino-5-nitro-6,7-dibromo-1,4-dihydro-2,3-quinoxalinedione). Yield: 63.8%. RXN SMILES: [N+:1]([C:4]1[C:13]([Br:14])=[C:12]([Br:15])[CH:11]=[C:10]2[C:5]=1[NH:6][C:7](=[O:17])[C:8](=[O:16])[NH:9]2)([O-:3])=[O:2].[OH-].[K+].[NH2:20]OS(O)(=O)=O>O>[NH2:20][N:9]1[C:10]2[C:5](=[C:4]([N+:1]([O-:3])=[O:2])[C:13]([Br:14])=[C:12]([Br:15])[CH:11]=2)[NH:6][C:7](=[O:17])[C:8]1=[O:16] |f:1.2|. Procedure: The procedure of Shin, S. C. and Lee. Y. Y., Taehan Hwahakhoe Chi 27(5):382-4 (1983) was adapted. To a stirred red solution of 5-nitro-6,7-dibromo-1,4-dihydro-2,3-quinoxalinedione (120 mg, 0.33 mMol) and 3N KOH (2 mL) in distilled water (5 mL) at 65° C. was dropwise added a colorless solution of NH2OSO3H (56 mg, 0.50 mMol) in distilled water (0.5 mL) with stirring, whereupon a yellow precipitate came out after 5 mins. The mixture was stirred at 65° C. for 1 h and allowed to stand at room tempera... Reactants: BrC1=CC=C(C=C1)NC(C1=CC(=C(C=C1)NC)[N+](=O)[O-])=O (N-(4-bromo-phenyl)-4-methylamino-3-nitro-benzamide), [Sn](Cl)Cl (tin(II)chloride). Solvent: C(C)O (ethanol). Product: NC=1C=C(C(=O)NC2=CC=C(C=C2)Br)C=CC1NC (3-Amino-N-(4-bromo-phenyl)-4-methylamino-benzamide). Reaction SMILES: [Br:1][C:2]1[CH:7]=[CH:6][C:5]([NH:8][C:9](=[O:21])[C:10]2[CH:15]=[CH:14][C:13]([NH:16][CH3:17])=[C:12]([N+:18]([O-])=O)[CH:11]=2)=[CH:4][CH:3]=1.[Sn](Cl)Cl>C(O)C>[NH2:18][C:12]1[CH:11]=[C:10]([CH:15]=[CH:14][C:13]=1[NH:16][CH3:17])[C:9]([NH:8][C:5]1[CH:4]=[CH:3][C:2]([Br:1])=[CH:7][CH:6]=1)=[O:21]. Procedure: Prepared analogously to example 303b from N-(4-bromo-phenyl)-4-methylamino-3-nitro-benzamide and tin(II)chloride in ethanol. Starting materials: CC(C)(C)OC(=O)CBr, CCOC(C)=O, [K+], [K+], O=C([O-])[O-], CN(C)C=O, O, O=[N+]([O-])c1ccc(O)cc1. The product is CC(C)(C)OC(=O)COc1ccc([N+](=O)[O-])cc1. RXN SMILES: [Br:17][CH2:18][C:19](=[O:20])[O:21][C:22]([CH3:23])([CH3:24])[CH3:25].[CH3:32][CH2:33][O:34][C:35]([CH3:36])=[O:37].[K+:11].[K+:12].[O-:13][C:14]([O-:15])=[O:16].[O:27]=[CH:28][N:29]([CH3:30])[CH3:31].[OH2:26].[OH:1][c:2]1[cH:3][cH:4][c:5]([N+:8]([O-:9])=[O:10])[cH:6][cH:7]1>>[O:1]([c:2]1[cH:3][cH:4][c:5]([N+:8]([O-:9])=[O:10])[cH:6][cH:7]1)[CH2:18][C:19](=[O:20])[O:21][C:22]([CH3:23])([CH3:24])[CH3:25]. Reactants: C1(=CC=CC=C1)N1N=C(C(N(C1=O)C)=O)C#N (2-phenyl-4-methyl-3,5-dioxo-2,3,4,5-tetrahydro-1,2,4-triazine-6-carbonitrile), Cl (HCl), C(C)(=O)O (acetic acid). Reaction conditions: temperature 120 celsius. Product: C1(=CC=CC=C1)N1N=C(C(N(C1=O)C)=O)C(=O)O (2-phenyl-4-methyl-3,5-dioxo-2,3,4,5-tetrahydro-1,2,4-triazine-6-carboxylic acid). Yield: 45.7%. RXN SMILES: [C:1]1([N:7]2[C:12](=[O:13])[N:11]([CH3:14])[C:10](=[O:15])C(C#N)=[N:8]2)[CH:6]=[CH:5][CH:4]=[CH:3][CH:2]=1.Cl.[C:19]([OH:22])(=[O:21])[CH3:20]>>[C:1]1([N:7]2[C:12](=[O:13])[N:11]([CH3:14])[C:10](=[O:15])[C:20]([C:19]([OH:22])=[O:21])=[N:8]2)[CH:2]=[CH:3][CH:4]=[CH:5][CH:6]=1. Procedure: Intermediate d (7.6 g, 0.033 mol) was added to a mixed solvent of glacial acetic acid (100 mL) and HCl (72 mL, 0.86 mol). The mixture was warmed up to 120° C. and reacted under reflux for 4 h. The solvent was evaporated off. To the obtained fraction was added water (400 mL). The mixture was filtered by suction and dried to produce a solid (3.7 g) in a yield of 45.7%. Starting materials: C(C)OC(C=CC1=C(C=C(C(=O)O)C=C1)[N+](=O)[O-])=O (4-(3-ethoxy-3-oxoprop-1-enyl)-3-nitrobenzoic acid). The reagents and catalysts are [Pd] (Pd—C). Solvent: CO (methanol). Conditions: time 12 hour. Yields the product O=C1NC2=CC(=CC=C2CC1)C(=O)O (2-oxo-1,2,3,4-tetrahydroquinoline-7-carboxylic acid). RXN SMILES: C([O:3][C:4](=O)[CH:5]=[CH:6][C:7]1[CH:15]=[CH:14][C:10]([C:11]([OH:13])=[O:12])=[CH:9][C:8]=1[N+:16]([O-])=O)C>CO.[Pd]>[O:3]=[C:4]1[CH2:5][CH2:6][C:7]2[C:8](=[CH:9][C:10]([C:11]([OH:13])=[O:12])=[CH:14][CH:15]=2)[NH:16]1. Procedure details: To 10% Pd—C (100 mg) under nitrogen atmosphere was added a solution of 4-(3-ethoxy-3-oxoprop-1-enyl)-3-nitrobenzoic acid (45) (29 g, 0.11 mol) in 75 mL methanol and kept at 50 psi H2 atmosphere for 12 h. The reaction mixture was filtered through a sintered funnel and the filtrate was concentrated to give the pure compound 22. Off-white solid (20.9 g, 96%). 1H NMR (400 MHz, CDCl3): δ 2.44 (t, J=6.8 Hz, 2H); 2.90 (t, J=6.8 Hz, 2H); 7.25 (d, J=7.6 Hz, 1H); 7.44 (s, 1H); 7.47 (dd, J=7.6, 1.6 Hz, 1H)...